From a dataset of the Open Reaction Database (ORD), a public repository of structured organic reaction records. describe an organic reaction: reactants, conditions, products, and yield Reactants: C(C1=CC=CC=C1)N1C(C(=C(C2=CC(=CN=C12)Cl)O)C(=O)OCC)=O (ethyl 1-benzyl-6-chloro-4-hydroxy-2-oxo-1,2-dihydro-1,8-naphthyridine-3-carboxylate), NC1=C(C=C(C=C1)Br)S(=O)(=O)N (2-amino-5-bromobenzenesulfonamide), C(C1=CC=CC=C1)N1C(C(=C(C2=CC=CN=C12)O)C(=O)OCC)=O (ethyl 1-benzyl-4-hydroxy-2-oxo-1,2-dihydro-1,8-naphthyridine-3-carboxylate), NC1=C(C=CC=C1)S(=O)(=O)N (2-amino-benzenesulfonamide). The product is NS(=O)(=O)C1=C(C=CC=C1)NC(=O)C=1C(N(C2=NC=C(C=C2C1O)Cl)CC1=CC=CC=C1)=O (N-[2-(aminosulfonyl)phenyl]-1-benzyl-6-chloro-4-hydroxy-2-oxo-1,2-dihydro-1,8-naphthyridine-3-carboxamide). RXN SMILES: [CH2:1]([N:8]1[C:17]2[C:12](=[CH:13][C:14]([Cl:18])=[CH:15][N:16]=2)[C:11]([OH:19])=[C:10]([C:20](OCC)=[O:21])[C:9]1=[O:25])[C:2]1[CH:7]=[CH:6][CH:5]=[CH:4][CH:3]=1.C(N1C2C(=CC=CN=2)C(O)=C(C(OCC)=O)C1=O)C1C=CC=CC=1.[NH2:50][C:51]1[CH:56]=[CH:55][CH:54]=[CH:53][C:52]=1[S:57]([NH2:60])(=[O:59])=[O:58].NC1C=CC(Br)=CC=1S(N)(=O)=O>>[NH2:60][S:57]([C:52]1[CH:53]=[CH:54][CH:55]=[CH:56][C:51]=1[NH:50][C:20]([C:10]1[C:9](=[O:25])[N:8]([CH2:1][C:2]2[CH:3]=[CH:4][CH:5]=[CH:6][CH:7]=2)[C:17]2[C:12]([C:11]=1[OH:19])=[CH:13][C:14]([Cl:18])=[CH:15][N:16]=2)=[O:21])(=[O:58])=[O:59]. Procedure: The title compound was prepared according to the procedure of Example 84C substituting ethyl 1-benzyl-6-chloro-4-hydroxy-2-oxo-1,2-dihydro-1,8-naphthyridine-3-carboxylate for the product of Example 84B and substituting 2-amino-benzenesulfonamide for the product of Example 84A. 1H NMR (300 MHz, DMSO-d6) δ ppm 5.64 (s, 2 H) 7.25 (m, 5 H) 7.44 (t, J=7.72 Hz, 1 H) 7.52 (s, 2 H) 7.67 (m, 1 H) 7.93 (m, 2 H) 8.56 (d, J=2.57 Hz, 1 H) 8.87 (d, J=2.57 Hz, 1 H) 12.34 (s, 1 H) 16.76 (s, 1 H).